Dataset: the Open Reaction Database (ORD), a public repository of structured organic reaction records. Task: describe an organic reaction: reactants, conditions, products, and yield Product: C(C1=CC=CC=C1)OC(C[C@H](CN(C)C)NC(CCCCCCCOCC1=C(C=C(C=C1)C(F)(F)F)F)=O)=O ((R)-3-[8-(2-fluoro-4-trifluoromethyl-benzyloxy)-octanoylamino]-4-dimethylamino-butyric acid benzyl ester). Reactants: C(CCCCCCCO)O (1,8-octanediol), FC1=C(COCCCCCCCC(=O)O)C=CC(=C1)C(F)(F)F (8-(2-fluoro-4-trifluoromethyl-benzyloxy)-octanoic acid), Cl.Cl.C(C1=CC=CC=C1)OC(C[C@H](CN(C)C)N)=O ((R)-3-amino-4-dimethylamino-butyric acid benzyl ester dihydrochloride), FC1=C(CBr)C=CC(=C1)C(F)(F)F (2-fluoro-4-trifluoromethyl-benzyl bromide), FC1=C(COCCCCCCCCO)C=CC(=C1)C(F)(F)F (8-(2-fluoro-4-trifluoromethyl-benzyloxy)-octan-1-ol). Procedure details: The title compound, m/e=463.1 ([M−H]−), was produced in analogy with intermediate 1, steps 1 to 4. Thus, 1,8-octanediol was alkylated in step 1 with 2-fluoro-4-trifluoromethyl-benzyl bromide, leading to 8-(2-fluoro-4-trifluoromethyl-benzyloxy)-octan-1-ol, which was oxidized in step 2 to 8-(2-fluoro-4-trifluoromethyl-benzyloxy)-octanoic acid. This was coupled in step 3 with (R)-3-amino-4-dimethylamino-butyric acid benzyl ester dihydrochloride to produce (R)-3-[8-(2-fluoro-4-trifluoromethyl-benzyl... Reaction SMILES: C(O)CCCCCCCO.FC1C=C(C(F)(F)F)C=CC=1CBr.[F:24][C:25]1[CH:41]=[C:40]([C:42]([F:45])([F:44])[F:43])[CH:39]=[CH:38][C:26]=1[CH2:27][O:28][CH2:29][CH2:30][CH2:31][CH2:32][CH2:33][CH2:34][CH2:35][CH2:36][OH:37].FC1C=C(C(F)(F)F)C=CC=1COCCCCCCCC(O)=O.Cl.Cl.[CH2:71]([O:78][C:79](=[O:87])[CH2:80][C@@H:81]([NH2:86])[CH2:82][N:83]([CH3:85])[CH3:84])[C:72]1[CH:77]=[CH:76][CH:75]=[CH:74][CH:73]=1>>[CH2:71]([O:78][C:79](=[O:87])[CH2:80][C@@H:81]([NH:86][C:36](=[O:37])[CH2:35][CH2:34][CH2:33][CH2:32][CH2:31][CH2:30][CH2:29][O:28][CH2:27][C:26]1[CH:38]=[CH:39][C:40]([C:42]([F:43])([F:44])[F:45])=[CH:41][C:25]=1[F:24])[CH2:82][N:83]([CH3:84])[CH3:85])[C:72]1[CH:77]=[CH:76][CH:75]=[CH:74][CH:73]=1 |f:4.5.6|. The reactants are CCO, CCOC(=O)c1ccc2c([N+](=O)[O-])cccc2c1. Product: CCOC(=O)c1ccc2c(N)cccc2c1. As a reaction SMILES: [CH3:19][CH2:20][OH:21].[N+:1]([O-:2])(=[O:3])[c:4]1[c:5]2[cH:6][cH:7][c:8]([C:14](=[O:15])[O:16][CH2:17][CH3:18])[cH:9][c:10]2[cH:11][cH:12][cH:13]1>>[NH2:1][c:4]1[c:5]2[cH:6][cH:7][c:8]([C:14](=[O:15])[O:16][CH2:17][CH3:18])[cH:9][c:10]2[cH:11][cH:12][cH:13]1. Reactants: COC(=O)c1cccc2c1NC(c1cccc(C(=O)OCc3ccccc3)c1)C(C)(C)C2O, CC[SiH](CC)CC, CCOC(C)=O, ClCCl, [Na+], [Na+], O=C([O-])[O-], O=C(O)C(F)(F)F. Product: COC(=O)c1cccc2c1NC(c1cccc(C(=O)OCc3ccccc3)c1)C(C)(C)C2. RXN SMILES: [CH2:1]([c:2]1[cH:3][cH:4][cH:5][cH:6][cH:7]1)[O:8][C:9](=[O:10])[c:11]1[cH:12][c:13]([CH:17]2[NH:18][c:19]3[c:20]([C:30](=[O:31])[O:32][CH3:33])[cH:21][cH:22][cH:23][c:24]3[CH:25]([OH:29])[C:26]2([CH3:27])[CH3:28])[cH:14][cH:15][cH:16]1.[CH2:34]([SiH:35]([CH2:36][CH3:37])[CH2:38][CH3:39])[CH3:40].[CH3:57][CH2:58][O:59][C:60](=[O:61])[CH3:62].[Cl:54][CH2:55][Cl:56].[Na+:48].[Na+:49].[O-:50][C:51](=[O:52])[O-:53].[OH:41][C:42]([C:43]([F:44])([F:45])[F:46])=[O:47]>>[CH2:1]([c:2]1[cH:3][cH:4][cH:5][cH:6][cH:7]1)[O:8][C:9](=[O:10])[c:11]1[cH:12][c:13]([CH:17]2[NH:18][c:19]3[c:20]([C:30](=[O:31])[O:32][CH3:33])[cH:21][cH:22][cH:23][c:24]3[CH2:25][C:26]2([CH3:27])[CH3:28])[cH:14][cH:15][cH:16]1.